Task: describe an organic reaction: reactants, conditions, products, and yield. Dataset: the Open Reaction Database (ORD), a public repository of structured organic reaction records Starting materials: ClC=1C(=NC=C(N1)Cl)C#N (3,5-dichloro-pyrazine-2-carbonitrile), C([O-])([O-])=O.[Cs+].[Cs+] (cesium carbonate), ClC1=C(C=CC=C1Cl)S(=O)(=O)NC1=CC=C(C=C1)B1OC(C(O1)(C)C)(C)C (2,3-Dichloro-N-[4-(4,4,5,5-tetramethyl-[1,3,2]dioxaborolan-2-yl)-phenyl]-benzenesulfonamide), O1CCOCC1 (dioxane). The reagents and catalysts are [Pd](Cl)Cl.C1(=CC=CC=C1)P([C-]1C=CC=C1)C1=CC=CC=C1.[C-]1(C=CC=C1)P(C1=CC=CC=C1)C1=CC=CC=C1.[Fe+2] (1,1′-bis(diphenylphosphino)ferrocene-palladium(II) dichloride). Solvent: O (water). Conditions: temperature 100 celsius. The product is ClC1=C(C=CC=C1Cl)S(=O)(=O)NC1=CC=C(C=C1)C1=NC(=C(N=C1)C#N)Cl (2,3-dichloro-N-[4-(6-chloro-5-cyano-pyrazin-2yl)-phenyl]-benzenesulfonamide). RXN SMILES: [Cl:1][C:2]1[C:7]([Cl:8])=[CH:6][CH:5]=[CH:4][C:3]=1[S:9]([NH:12][C:13]1[CH:18]=[CH:17][C:16](B2OC(C)(C)C(C)(C)O2)=[CH:15][CH:14]=1)(=[O:11])=[O:10].[Cl:28][C:29]1[C:30]([C:36]#[N:37])=[N:31][CH:32]=[C:33](Cl)[N:34]=1.C(=O)([O-])[O-].[Cs+].[Cs+].O1CCOCC1>[Pd](Cl)Cl.C1(P(C2C=CC=CC=2)[C-]2C=CC=C2)C=CC=CC=1.[C-]1(P(C2C=CC=CC=2)C2C=CC=CC=2)C=CC=C1.[Fe+2].O>[Cl:1][C:2]1[C:7]([Cl:8])=[CH:6][CH:5]=[CH:4][C:3]=1[S:9]([NH:12][C:13]1[CH:14]=[CH:15][C:16]([C:33]2[CH:32]=[N:31][C:30]([C:36]#[N:37])=[C:29]([Cl:28])[N:34]=2)=[CH:17][CH:18]=1)(=[O:10])=[O:11] |f:2.3.4,6.7.8.9|. Procedure: 2,3-Dichloro-N-[4-(4,4,5,5-tetramethyl-[1,3,2]dioxaborolan-2-yl)-phenyl]-benzenesulfonamide (5.78 g) was added to a reaction vessel containing a magnetic stirring bar together with 3,5-dichloro-pyrazine-2-carbonitrile (2.35 g), 1,1′-bis(diphenylphosphino)ferrocene-palladium(II) dichloride (Pd(dppf)2Cl2) (791 mg) and cesium carbonate (13.2 g), followed by 100 ml dioxane and 10 ml water, and the mixture heated to 100° C. under stirring. After 3 h the reaction mixture was cooled to RT and quenched ... Starting materials: O=C([O-])[O-], Oc1ccc2c(c1)cc1n2CCC1, CS(C)=O, BrC1CC1, [H-], [I-], [K+], [K+], [K+], [Na+], O. The product is c1cc2c(cc1OC1CC1)cc1n2CCC1. RXN SMILES: [C:16](=[O:17])([O-:18])[O-:19].[CH2:3]1[CH2:4][CH2:5][n:6]2[c:7]1[cH:8][c:9]1[cH:10][c:11]([OH:15])[cH:12][cH:13][c:14]21.[CH3:28][S:29]([CH3:30])=[O:31].[CH:24]1([Br:27])[CH2:25][CH2:26]1.[H-:1].[I-:23].[K+:20].[K+:21].[K+:22].[Na+:2].[OH2:32]>>[CH2:3]1[CH2:4][CH2:5][n:6]2[c:7]1[cH:8][c:9]1[cH:10][c:11]([O:15][CH:24]3[CH2:25][CH2:26]3)[cH:12][cH:13][c:14]21.